Task: describe an organic reaction: reactants, conditions, products, and yield. Dataset: the Open Reaction Database (ORD), a public repository of structured organic reaction records Reactants: FC(C(=O)O)(F)F (Trifluoroacetic acid), ClC1=CC(=C(OC[C@H](C)NC(OC(C)(C)C)=O)C=C1)C(C(F)(F)F)(C)C (tert-butyl {(2S)-1-[4-chloro-2-(1,1,1-trifluoro-2-methylpropan-2-yl)phenoxy]propan-2-yl}carbamate), [OH-].[Na+] (sodium hydroxide). The solvent is ClCCl (dichloromethane). Conditions: time 30 minute. The product is ClC1=CC(=C(OC[C@H](C)N)C=C1)C(C(F)(F)F)(C)C ((2S)-1-[4-chloro-2-(1,1,1-trifluoro-2-methylpropan-2-yl)phenoxy]propan-2-amine). RXN SMILES: FC(F)(F)C(O)=O.[Cl:8][C:9]1[CH:26]=[CH:25][C:12]([O:13][CH2:14][C@@H:15]([NH:17]C(=O)OC(C)(C)C)[CH3:16])=[C:11]([C:27]([CH3:33])([CH3:32])[C:28]([F:31])([F:30])[F:29])[CH:10]=1.[OH-].[Na+]>ClCCl>[Cl:8][C:9]1[CH:26]=[CH:25][C:12]([O:13][CH2:14][C@@H:15]([NH2:17])[CH3:16])=[C:11]([C:27]([CH3:32])([CH3:33])[C:28]([F:29])([F:30])[F:31])[CH:10]=1 |f:2.3|. Reported procedure: Trifluoroacetic acid (5 mL) was added to a solution of tert-butyl {(2S)-1-[4-chloro-2-(1,1,1-trifluoro-2-methylpropan-2-yl)phenoxy]propan-2-yl}carbamate (C49) (600 mg, 1.52 mmol) in dichloromethane (24 mL), and the reaction mixture was stirred for 30 minutes. Aqueous sodium hydroxide solution (1 M, 50 mL) was added, and the mixture was extracted with diethyl ether (3×50 mL). The combined organic layers were dried over magnesium sulfate, filtered, and concentrated in vacuo to afford the product a... Starting materials: ClCCOC1=CC=C(C(C2=CC=CC=C2)O)C=C1 (4-(2-chloroethoxy)benzhydrol), CN(CCN1C(=CC2=CC=CC=C12)C(=O)OCC)C (ethyl 1-(2-dimethylaminoethyl)indole-2-carboxylate). The product is ClCCOC1=CC=C(C(C2=CC=CC=C2)C2=C(N(C3=CC=CC=C23)CCN(C)C)C(=O)OCC)C=C1 (Ethyl 3-[4-(2-chloroethoxy)benzhydryl]-1-(2-dimethylaminoethyl)indole-2-carboxylate). Isolated yield 81.3%. Reaction SMILES: [Cl:1][CH2:2][CH2:3][O:4][C:5]1[CH:18]=[CH:17][C:8]([CH:9](O)[C:10]2[CH:15]=[CH:14][CH:13]=[CH:12][CH:11]=2)=[CH:7][CH:6]=1.[CH3:19][N:20]([CH3:37])[CH2:21][CH2:22][N:23]1[C:31]2[C:26](=[CH:27][CH:28]=[CH:29][CH:30]=2)[CH:25]=[C:24]1[C:32]([O:34][CH2:35][CH3:36])=[O:33]>>[Cl:1][CH2:2][CH2:3][O:4][C:5]1[CH:18]=[CH:17][C:8]([CH:9]([C:25]2[C:26]3[C:31](=[CH:30][CH:29]=[CH:28][CH:27]=3)[N:23]([CH2:22][CH2:21][N:20]([CH3:37])[CH3:19])[C:24]=2[C:32]([O:34][CH2:35][CH3:36])=[O:33])[C:10]2[CH:15]=[CH:14][CH:13]=[CH:12][CH:11]=2)=[CH:7][CH:6]=1. Reported procedure: Substantially the same procedure as in Reference Example 5 was repeated using 4-(2-chloroethoxy)benzhydrol (17.66 g, 67.2 mmol) and ethyl 1-(2-dimethylaminoethyl)indole-2-carboxylate (19.2 g, 73.9 mmol) to give 27.6 g (yield: 81%) of the title compound. Reaction SMILES: [CH2:1]([O:3][C:4]1[CH:9]=[CH:8][C:7]([NH:10][CH:11]2[CH2:16][CH2:15][N:14]([C@H:17]([CH3:21])[CH2:18][C:19]#[N:20])[CH2:13][CH2:12]2)=[CH:6][CH:5]=1)[CH3:2].Cl.[C:23]([Cl:31])(=[O:30])[C:24]1[CH:29]=[CH:28][CH:27]=[N:26][CH:25]=1.CCN(C(C)C)C(C)C>C1COCC1>[C:19]([CH2:18][C@H:17]([N:14]1[CH2:15][CH2:16][CH:11]([N:10]([C:7]2[CH:8]=[CH:9][C:4]([O:3][CH2:1][CH3:2])=[CH:5][CH:6]=2)[C:23](=[O:30])[C:24]2[CH:29]=[CH:28][CH:27]=[N:26][CH:25]=2)[CH2:12][CH2:13]1)[CH3:21])#[N:20].[CH2:23]([Cl:31])[C:24]1[CH:29]=[CH:28][CH:27]=[N:26][CH:25]=1 |f:1.2|. Solvent: C1CCOC1 (THF). The reactants are C(C)OC1=CC=C(C=C1)NC1CCN(CC1)[C@@H](CC#N)C ((R)-3-[4-(4-ethoxy-phenylamino)-piperidin-1-yl]-butyronitrile), Cl.C(C1=CN=CC=C1)(=O)Cl (nicotinoyl chloride hydrochloride), CCN(C(C)C)C(C)C (DIPEA). Product: C(#N)C[C@@H](C)N1CCC(CC1)N(C(C1=CN=CC=C1)=O)C1=CC=C(C=C1)OCC (N-[(R)-1-(2-cyano-1-methyl-ethyl)-piperidin-4-yl]-N-(4-ethoxy-phenyl)-nicotinamide), C(C1=CN=CC=C1)Cl (nicotinyl chloride). Reported procedure: A solution of the above nitrile (0.18 g, 0.63 mmol) and nicotinoyl chloride hydrochloride (0.45 g, 2.5 mmol) in THF (6 mL) was then treated with DIPEA (0.55 mL, 3.2 mmol) and stirred at 80° C. for 16 h. The reaction was cooled to room temperature, concentrated under reduced pressure, diluted with CH2Cl2 (10 mL) and washed with brine solution (2×10 mL). The combined organic extracts were then dried (Na2SO4), filtered and concentrated and the crude material purified by flash column chromatography ... Reaction conditions: temperature 80 celsius, time 16 hour. The yield is 88.0%. The reactants are N#CC1=CC=C(C=C1)C(=O)N(C(C)C)C(C)C. The reagents and catalysts are O=C1C=CC=2C=CC=C(C3=CN=C(C=C3)C=4N=CC=CC4)C2N1, O1B(OC(C)(C)C1(C)C)B2OC(C)(C)C(O2)(C)C, [K].OC(C)(C)C, C[OH2+].C[OH2+].C1CC=CCCC=C1.C1CC=CCCC=C1.[Ir].[Ir]. The solvent is O1CCCC1. Run at temperature 80 celsius, time 12 hour. Product: N#CC1=CC=C(C=C1B2OC(C)(C)C(O2)(C)C)C(=O)N(C(C)C)C(C)C. The yield is 63.0%. Procedure details: In an argon filled glove box, a 5.0 mL wheaton microreactor was charged with [Ir(cod)(OMe)]2 (1.98 mg, 1.5 mol%), L1 ligand (2.1 mg, 3.5 mol%), B2pin2 (50.8 mg, 1.0 equiv.), KOtBu (1.0 mg, 4.5 mol%) and dry THF (1.0 mL). The reaction mixture was stirred for 2 minutes at room temperature. To this mixture, 4-cyano-N,N-diisopropylbenzamide (46.1 mg, 0.2 mmol) was added. The microreactor was capped with a teflon pressure cap and placed into pre-heated aluminum block at 80 oC. The reaction mixture wa... The reactants are CC(C)c1ccccc1S, O=C(O)C=Cc1ccc(Cl)c([N+](=O)[O-])c1, Cl, [K+], [K+], O=C([O-])[O-], CN(C)C=O, O. Yields the product CC(C)c1ccccc1Sc1ccc(C=CC(=O)O)cc1[N+](=O)[O-]. Reaction SMILES: [CH:22]([CH3:23])([CH3:24])[c:25]1[c:26]([SH:31])[cH:27][cH:28][cH:29][cH:30]1.[Cl:1][c:2]1[c:3]([N+:13](=[O:14])[O-:15])[cH:4][c:5]([CH:6]=[CH:7][C:8](=[O:9])[OH:10])[cH:11][cH:12]1.[ClH:32].[K+:16].[K+:17].[O-:18][C:19]([O-:20])=[O:21].[O:33]=[CH:34][N:35]([CH3:36])[CH3:37].[OH2:38]>>[c:2]1([S:31][c:26]2[c:25]([CH:22]([CH3:23])[CH3:24])[cH:30][cH:29][cH:28][cH:27]2)[c:3]([N+:13](=[O:14])[O-:15])[cH:4][c:5]([CH:6]=[CH:7][C:8](=[O:9])[OH:10])[cH:11][cH:12]1. Reactants: C([O-])([O-])=O (Carbonate), [N-]=C=O (Isocyanate), C1(CCCCC1)COC=1C=2N(C=CC1)C(=C(N2)C)C(=O)O (8-(cyclohexylmethoxy)-2-methylimidazo[1,2-a]pyridine-3-carboxylic acid), C1(CC1)N (cyclopropylamine), ON1N=NC2=C1C=CC=C2 (1-hydroxybenzotriazole), C(C)(C)N(CC)C(C)C (diisopropylethylamine), polystyrene N-cyclohexylcarbodiimide-N′-propyloxymethyl, N=C=N (Carbodiimide), C(C)[NH+](CC)CC (triethylammonium), polystyrene methyl isocyanate. The solvent is CN(C)C=O (DMF), CN(C)C=O (DMF). Run at time 16 hour. Yields the product C1(CCCCC1)COC=1C=2N(C=CC1)C(=C(N2)C)C(=O)NC2CC2 (8-(cyclohexylmethoxy)-N-cyclopropyl-2-methylimidazo[1,2-a]pyridine-3-carboxamide). Isolated yield 88.1%. Reaction SMILES: [CH:1]1([CH2:7][O:8][C:9]2[C:10]3[N:11]([C:15]([C:19]([OH:21])=O)=[C:16]([CH3:18])[N:17]=3)[CH:12]=[CH:13][CH:14]=2)[CH2:6][CH2:5][CH2:4][CH2:3][CH2:2]1.[CH:22]1([NH2:25])[CH2:24][CH2:23]1.ON1C2C=CC=CC=2N=N1.C(N(C(C)C)CC)(C)C.N=C=N.C([NH+](CC)CC)C.C(=O)([O-])[O-].[N-]=C=O>CN(C=O)C>[CH:1]1([CH2:7][O:8][C:9]2[C:10]3[N:11]([C:15]([C:19]([NH:25][CH:22]4[CH2:24][CH2:23]4)=[O:21])=[C:16]([CH3:18])[N:17]=3)[CH:12]=[CH:13][CH:14]=2)[CH2:2][CH2:3][CH2:4][CH2:5][CH2:6]1. Procedure details: To a mixture of 8.7 mg of 8-(cyclohexylmethoxy)-2-methylimidazo[1,2-a]pyridine-3-carboxylic acid, 5.1 mg of cyclopropylamine, 4.1 mg of 1-hydroxybenzotriazole, 1 ml of DMF, and 28 μl of diisopropylethylamine was added 50 mg of polystyrene N-cyclohexylcarbodiimide-N′-propyloxymethyl (PS-Carbodiimide manufactured by Biotage), followed by stirring at room temperature for 16 hours. Subsequently, 1 ml of DMF, 50 mg of macroporious triethylammonium methylpolystyrene carbonate (MP-Carbonate manufacture... Procedure: Following the procedure of Example 9, phenyllithium (17 mL, 30.6 mmol) and triisopropoxyborane (5.6 g, 30 mmol) were reacted, and the reaction quenched with acetyl chloride (2.1 mL, 30 mmol) to yield after distillation 5.2 g (25.2 mmol, 84%). The reactants are C1(=CC=CC=C1)[Li] (phenyllithium), C(C)(C)OB(OC(C)C)OC(C)C (triisopropoxyborane), C(C)(=O)Cl (acetyl chloride). Product: C1(=CC=CC=C1)B(OC(C)C)OC(C)C (Phenyldiisopropoxyborane). As a reaction SMILES: [C:1]1([Li])[CH:6]=[CH:5][CH:4]=[CH:3][CH:2]=1.[CH:8]([O:11][B:12](OC(C)C)[O:13][CH:14]([CH3:16])[CH3:15])([CH3:10])[CH3:9].C(Cl)(=O)C>>[C:1]1([B:12]([O:13][CH:14]([CH3:16])[CH3:15])[O:11][CH:8]([CH3:10])[CH3:9])[CH:6]=[CH:5][CH:4]=[CH:3][CH:2]=1. Starting materials: O (water), C(#N)C1=NC=C(C(=O)O)C=C1 (6-Cyanonicotinic acid), C(C=C)Br (allylbromide), C(=O)([O-])[O-].[Cs+].[Cs+] (Cs2CO3). The solvent is C1CCOC1 (THF). Run at temperature 100 celsius, time 10 minute. The product is C(C=C)OC(C1=CN=C(C=C1)C#N)=O (6-Cyano-nicotinic acid allyl ester). Reaction SMILES: [C:1]([C:3]1[CH:11]=[CH:10][C:6]([C:7]([OH:9])=[O:8])=[CH:5][N:4]=1)#[N:2].C([O-])([O-])=O.[Cs+].[Cs+].[CH2:18](Br)[CH:19]=[CH2:20].O>C1COCC1>[CH2:20]([O:8][C:7](=[O:9])[C:6]1[CH:10]=[CH:11][C:3]([C:1]#[N:2])=[N:4][CH:5]=1)[CH:19]=[CH2:18] |f:1.2.3|. Procedure: 4 mmol of 6-Cyanonicotinic acid were dissolved in THF. 1.5 eq. of Cs2CO3 were added he reaction stirred for 10 min. 1.5 eq allylbromide and a catalytic amount of KI were added he reaction heated to 100° C. for 4 h. The product was isolated via extraction from cetate/water. Starting materials: solution, C[Li] (methyl lithium), Cl.C(=O)(O)C=1C=CC=C2CCC(CC12)N(CCC)CCC ((±)-8-Carboxy-2-(dipropylamino)tetralin hydrochloride), O (Water). The solvent is CCOCC (ether), CCOCC (ether). Run at time 3 day. The product is Cl.C(C)(=O)C=1C=CC=C2CCC(CC12)N(CCC)CCC (8-acetyl-2-(dipropylamino)tetralin hydrochloride). The yield is 56.0%. RXN SMILES: [CH3:1][Li].[ClH:3].[C:4]([C:7]1[CH:8]=[CH:9][CH:10]=[C:11]2[C:16]=1[CH2:15][CH:14]([N:17]([CH2:21][CH2:22][CH3:23])[CH2:18][CH2:19][CH3:20])[CH2:13][CH2:12]2)([OH:6])=O.O>CCOCC>[ClH:3].[C:4]([C:7]1[CH:8]=[CH:9][CH:10]=[C:11]2[C:16]=1[CH2:15][CH:14]([N:17]([CH2:21][CH2:22][CH3:23])[CH2:18][CH2:19][CH3:20])[CH2:13][CH2:12]2)(=[O:6])[CH3:1] |f:1.2,5.6|. Procedure: A 5% solution of methyl lithium in ether (0.6 ml, 0.96 mmol) was added to a chilled slurry of (±)-8-Carboxy-2-(dipropylamino)tetralin hydrochloride (100 mg, 0, 32 mmol) in ether. The mixture was stirred at room temperature and under nitrogen for three days. Water was added carefully and the mixture was extracted with ether. The organic layer was dried (potassium carbonate) and concentrated. The residue was purified by chromatography on an alumina column eluted with ether/light petroleum 1:4. The...